This data is from the Open Reaction Database (ORD), a public repository of structured organic reaction records. The task is: describe an organic reaction: reactants, conditions, products, and yield The reactants are C(C)(C)(C)OC(=O)N1CCC(CC1)(C(NO)=O)SC1=CC=C(C=C1)OCC#CC (4-(4-But-2-ynyloxy-phenylsulfanyl)-4-hydroxycarbamoyl-piperidine-1-carboxylic acid tert-butyl ester), Cl (hydrochloric acid). Solvent: O1CCOCC1 (dioxane). The product is ONC(=O)C1(CCNCC1)SC1=CC=C(C=C1)OCC#CC (4-(4-but-2-ynyloxy-phenylsulfanyl)-piperidine-4-carboxylic acid hydroxyamide). RXN SMILES: C(OC([N:8]1[CH2:13][CH2:12][C:11]([S:18][C:19]2[CH:24]=[CH:23][C:22]([O:25][CH2:26][C:27]#[C:28][CH3:29])=[CH:21][CH:20]=2)([C:14](=[O:17])[NH:15][OH:16])[CH2:10][CH2:9]1)=O)(C)(C)C.Cl>O1CCOCC1>[OH:16][NH:15][C:14]([C:11]1([S:18][C:19]2[CH:20]=[CH:21][C:22]([O:25][CH2:26][C:27]#[C:28][CH3:29])=[CH:23][CH:24]=2)[CH2:12][CH2:13][NH:8][CH2:9][CH2:10]1)=[O:17]. Procedure details: 4-(4-But-2-ynyloxy-phenylsulfanyl)-4-hydroxycarbamoyl-piperidine-1-carboxylic acid tert-butyl ester, prepared by the method outlined in Example 14 (Step 3) (0.175 g, 0.4 mmol), was treated with 4N hydrochloric acid in dioxane (5 mL) at 25 ° C. for 1 h 15 min. The reaction mixture was concentrated in vacuo, diethyl ether was added and the resulting precipitate isolated by filtration to give 4-(4-but-2-ynyloxy-phenylsulfanyl)-piperidine-4-carboxylic acid hydroxyamide as a white solid (0.12 g). Ele...